Dataset: the Open Reaction Database (ORD), a public repository of structured organic reaction records. Task: describe an organic reaction: reactants, conditions, products, and yield Reactants: ClCCl, Cc1nc2ccc3c(c2o1)OC(CO)CO3, CN(C)c1ccncc1, CCN(C(C)C)C(C)C, Cc1ccc(S(=O)(=O)Cl)cc1. Product: Cc1ccc(S(=O)(=O)OCC2COc3ccc4nc(C)oc4c3O2)cc1. Reaction SMILES: [CH2:37]([Cl:38])[Cl:39].[CH3:1][c:2]1[o:3][c:4]2[c:5]([n:6]1)[cH:7][cH:8][c:9]1[c:10]2[O:11][CH:12]([CH2:15][OH:16])[CH2:13][O:14]1.[CH3:40][N:41]([CH3:42])[c:43]1[cH:44][cH:45][n:46][cH:47][cH:48]1.[CH:28]([N:29]([CH:30]([CH3:31])[CH3:32])[CH2:33][CH3:34])([CH3:35])[CH3:36].[c:17]1([CH3:27])[cH:18][cH:19][c:20]([S:23](=[O:24])(=[O:25])[Cl:26])[cH:21][cH:22]1>>[CH3:1][c:2]1[o:3][c:4]2[c:5]([n:6]1)[cH:7][cH:8][c:9]1[c:10]2[O:11][CH:12]([CH2:15][O:16][S:23]([c:20]2[cH:19][cH:18][c:17]([CH3:27])[cH:22][cH:21]2)(=[O:24])=[O:25])[CH2:13][O:14]1.